This data is from the Open Reaction Database (ORD), a public repository of structured organic reaction records. The task is: describe an organic reaction: reactants, conditions, products, and yield Starting materials: CCO, Cl, Nc1ccc(Cl)cc1, Nc1c(Cl)ncnc1Cl, O. Product: Nc1c(Cl)ncnc1Nc1ccc(Cl)cc1. Reaction SMILES: [CH3:20][CH2:21][OH:22].[ClH:18].[NH2:10][c:11]1[cH:12][cH:13][c:14]([Cl:15])[cH:16][cH:17]1.[NH2:1][c:2]1[c:3]([Cl:9])[n:4][cH:5][n:6][c:7]1[Cl:8].[OH2:19]>>[NH2:1][c:2]1[c:3]([Cl:9])[n:4][cH:5][n:6][c:7]1[NH:10][c:11]1[cH:12][cH:13][c:14]([Cl:15])[cH:16][cH:17]1.